From a dataset of the Open Reaction Database (ORD), a public repository of structured organic reaction records. describe an organic reaction: reactants, conditions, products, and yield The reactants are COc1ccc2c(c1)CCCC2=O, CS(C)=O, C[P+](c1ccccc1)(c1ccccc1)c1ccccc1, [H-], [H][H], [I-], [Na+]. Product: C=C1CCCc2cc(OC)ccc21. As a reaction SMILES: [CH3:26][O:27][c:28]1[cH:29][c:30]2[c:35]([cH:36][cH:37]1)[C:34](=[O:38])[CH2:33][CH2:32][CH2:31]2.[CH3:39][S:40]([CH3:41])=[O:42].[CH3:6][P+:7]([c:8]1[cH:9][cH:10][cH:11][cH:12][cH:13]1)([c:14]1[cH:15][cH:16][cH:17][cH:18][cH:19]1)[c:20]1[cH:21][cH:22][cH:23][cH:24][cH:25]1.[H-:1].[H:3][H:4].[I-:5].[Na+:2]>>[CH2:6]=[C:34]1[CH2:33][CH2:32][CH2:31][c:30]2[cH:29][c:28]([O:27][CH3:26])[cH:37][cH:36][c:35]21.